This data is from the Open Reaction Database (ORD), a public repository of structured organic reaction records. The task is: describe an organic reaction: reactants, conditions, products, and yield Starting materials: Oc1ccccc1OCc1ccccc1, CN(C)C=O, CN(C(=O)OC(C)(C)C)c1cc(Cl)ccc1[N+](=O)[O-], [H-], [Na+]. Product: CN(C(=O)OC(C)(C)C)c1cc(Oc2ccccc2OCc2ccccc2)ccc1[N+](=O)[O-]. Reaction SMILES: [CH2:1]([c:2]1[cH:3][cH:4][cH:5][cH:6][cH:7]1)[O:8][c:9]1[c:10]([OH:15])[cH:11][cH:12][cH:13][cH:14]1.[CH3:37][N:38]([CH3:39])[CH:40]=[O:41].[Cl:16][c:17]1[cH:18][cH:19][c:20]([N+:32](=[O:33])[O-:34])[c:21]([N:23]([C:24]([O:25][C:26]([CH3:27])([CH3:28])[CH3:29])=[O:30])[CH3:31])[cH:22]1.[H-:35].[Na+:36]>>[CH2:1]([c:2]1[cH:3][cH:4][cH:5][cH:6][cH:7]1)[O:8][c:9]1[c:10]([O:15][c:17]2[cH:18][cH:19][c:20]([N+:32](=[O:33])[O-:34])[c:21]([N:23]([C:24]([O:25][C:26]([CH3:27])([CH3:28])[CH3:29])=[O:30])[CH3:31])[cH:22]2)[cH:11][cH:12][cH:13][cH:14]1.